Dataset: the Open Reaction Database (ORD), a public repository of structured organic reaction records. Task: describe an organic reaction: reactants, conditions, products, and yield Starting materials: C([O-])([O-])=O.[K+].[K+] (potassium carbonate), ClCC1=CSC=C1 (3-(chloromethyl)thiophene), [I-].[K+] (potassium iodide), ClC=1C=C(C=C(C1)Cl)SC1=C(N=C(N1)COCC1=CC=C(C=C1)OC)C(C)C (5-(3,5-dichlorophenylthio)-4-isopropyl-2-(p-methoxybenzyloxymethyl)-1H-imidazole), Cl (hydrochloric acid). Solvent: O (water), CN(C=O)C (dimethylformamide), C(C)O (ethanol). Reaction conditions: time 20 minute. The product is Cl.ClC=1C=C(C=C(C1)Cl)SC1=C(N=C(N1CC1=CSC=C1)CO)C(C)C (5-(3,5-dichlorophenylthio)-2-hydroxymethyl-4-isopropyl-1-(3-thienylmethyl)-1H-imidazole hydrochloride). Isolated yield 97.0%. RXN SMILES: [Cl:1][CH2:2][C:3]1[CH:7]=[CH:6][S:5][CH:4]=1.[I-].[K+].[Cl:10][C:11]1[CH:12]=[C:13]([S:18][C:19]2[NH:23][C:22]([CH2:24][O:25]CC3C=CC(OC)=CC=3)=[N:21][C:20]=2[CH:35]([CH3:37])[CH3:36])[CH:14]=[C:15]([Cl:17])[CH:16]=1.C(=O)([O-])[O-].[K+].[K+].Cl>CN(C)C=O.O.C(O)C>[ClH:1].[Cl:17][C:15]1[CH:14]=[C:13]([S:18][C:19]2[N:23]([CH2:2][C:3]3[CH:7]=[CH:6][S:5][CH:4]=3)[C:22]([CH2:24][OH:25])=[N:21][C:20]=2[CH:35]([CH3:37])[CH3:36])[CH:12]=[C:11]([Cl:10])[CH:16]=1 |f:1.2,4.5.6,11.12|. Procedure details: In dimethylformamide was added 67 mg of 3-(chloromethyl)thiophene and 152 mg of potassium iodide under ice-cooling, the mixture was allowed to warm up to room temperature and stirred for 20 minutes. Then, 200 mg of 5-(3,5-dichlorophenylthio)-4-isopropyl-2-(p-methoxybenzyloxymethyl)-1H-imidazole (101b)was added, followed by addition of 126 mg of potassium carbonate. Then the mixture was warmed up to 50° C. and allowed to react for 6 hours. After completion of the reaction, the mixture was diluted... Reactants: CCCCC(=O)Nc1ccc(C)cc1C(=O)OC, CC(=O)OC(C)=O, O, O=[N+]([O-])O. The product is CCCCC(=O)Nc1c(C(=O)OC)cc(C)cc1[N+](=O)[O-]. As a reaction SMILES: [CH3:1][c:2]1[cH:3][cH:4][c:5]([NH:12][C:13]([CH2:14][CH2:15][CH2:16][CH3:17])=[O:18])[c:6]([C:7](=[O:8])[O:9][CH3:10])[cH:11]1.[CH3:24][C:25]([O:26][C:27](=[O:28])[CH3:29])=[O:30].[OH2:23].[OH:19][N+:20]([O-:21])=[O:22]>>[CH3:1][c:2]1[cH:3][c:4]([N+:20](=[O:19])[O-:21])[c:5]([NH:12][C:13]([CH2:14][CH2:15][CH2:16][CH3:17])=[O:18])[c:6]([C:7](=[O:8])[O:9][CH3:10])[cH:11]1. Starting materials: B([O-])([O-])[O-].[Ba+2].B([O-])([O-])[O-].[Ba+2].[Ba+2] (bariumborate), [Cl-].[Ba+2].[Cl-] (bariumchloride), S(=O)(=O)([O-])[O-].[Na+].[Na+] (sodiumsulfate), B([O-])([O-])[O-].B([O-])([O-])[O-].B([O-])([O-])[O-].B([O-])([O-])[O-].B([O-])([O-])[O-].[NH4+].[NH4+].[NH4+].[NH4+].[NH4+].[NH4+].[NH4+].[NH4+].[NH4+].[NH4+].[NH4+].[NH4+].[NH4+].[NH4+].[NH4+] (ammoniumpentaborate), [Cl-].[Na+] (sodiumchloride), S(=O)([O-])[O-].[Na+].[Na+] (sodiumsulfite), P(=O)([O-])([O-])[O-].[Na+].[Na+].[Na+] (sodiumphosphate), [N+](=O)([O-])[O-].[Na+] (sodiumnitrate). Product: [N+](=O)([O-])[O-].[Ba+2].[N+](=O)([O-])[O-] (bariumnitrate). RXN SMILES: S([O-])([O-])(=O)=O.[Na+].[Na+].S([O-])([O-])=O.[Na+].[Na+].P([O-])([O-])([O-])=O.[Na+].[Na+].[Na+].B([O-])([O-])[O-].B([O-])([O-])[O-].B([O-])([O-])[O-].B([O-])([O-])[O-].B([O-])([O-])[O-].[NH4+].[NH4+].[NH4+].[NH4+].[NH4+].[NH4+].[NH4+].[NH4+].[NH4+].[NH4+].[NH4+].[NH4+].[NH4+].[NH4+].[NH4+].[Cl-].[Na+].[N+:59]([O-:62])([O-:61])=[O:60].[Na+].B([O-])([O-])[O-].[Ba+2:68].B([O-])([O-])[O-].[Ba+2].[Ba+2].[Cl-].[Ba+2].[Cl-]>>[N+:59]([O-:62])([O-:61])=[O:60].[Ba+2:68].[N+:59]([O-:62])([O-:61])=[O:60] |f:0.1.2,3.4.5,6.7.8.9,10.11.12.13.14.15.16.17.18.19.20.21.22.23.24.25.26.27.28.29,30.31,32.33,34.35.36.37.38,39.40.41,42.43.44|. Procedure details: Following the procedure of Example 9, but substituting ammoniumpentaborate and sodiumsulfate, sodiumsulfite and/or sodiumphosphate with ammoniumpentaborate and sodiumchloride or sodiumnitrate, a mixture of bariumborate and bariumchloride or bariumnitrate was formed. The latter by-products can be removed by water, yielding pure bariumtriborate. Reaction SMILES: [C:28]([O:29][BH-:30]([O:31][C:32](=[O:33])[CH3:34])[O:35][C:36](=[O:37])[CH3:38])(=[O:39])[CH3:40].[CH2:1]([c:2]1[cH:3][cH:4][cH:5][cH:6][cH:7]1)[O:8][C:9](=[O:10])[NH:11][CH:12]1[C:13](=[O:27])[N:14]([CH:17]2[CH:18]([C:23](=[O:24])[O:25][CH3:26])[CH2:19][NH:20][CH2:21][CH2:22]2)[CH2:15][CH2:16]1.[CH2:48]([Cl:49])[Cl:50].[CH3:42][C:43]([CH3:44])=[O:45].[Na+:41].[Na+:47].[OH-:46]>>[CH2:1]([c:2]1[cH:3][cH:4][cH:5][cH:6][cH:7]1)[O:8][C:9](=[O:10])[NH:11][CH:12]1[C:13](=[O:27])[N:14]([CH:17]2[CH:18]([C:23](=[O:24])[O:25][CH3:26])[CH2:19][N:20]([CH:43]([CH3:42])[CH3:44])[CH2:21][CH2:22]2)[CH2:15][CH2:16]1. Reactants: CC(=O)O[BH-](OC(C)=O)OC(C)=O, COC(=O)C1CNCCC1N1CCC(NC(=O)OCc2ccccc2)C1=O, ClCCl, CC(C)=O, [Na+], [Na+], [OH-]. The product is COC(=O)C1CN(C(C)C)CCC1N1CCC(NC(=O)OCc2ccccc2)C1=O.